From a dataset of the Open Reaction Database (ORD), a public repository of structured organic reaction records. describe an organic reaction: reactants, conditions, products, and yield Starting materials: C1CCOC1, CCO, CC(=O)Nc1ccc(Sc2ccc(C(F)(F)F)cc2[N+](=O)[O-])cc1. Product: CC(=O)Nc1ccc(Sc2ccc(C(F)(F)F)cc2N)cc1. Reaction SMILES: [CH2:28]1[O:29][CH2:30][CH2:31][CH2:32]1.[CH3:25][CH2:26][OH:27].[N+:1]([O-:2])(=[O:3])[c:4]1[c:5]([S:14][c:15]2[cH:16][cH:17][c:18]([NH:21][C:22]([CH3:23])=[O:24])[cH:19][cH:20]2)[cH:6][cH:7][c:8]([C:10]([F:11])([F:12])[F:13])[cH:9]1>>[NH2:1][c:4]1[c:5]([S:14][c:15]2[cH:16][cH:17][c:18]([NH:21][C:22]([CH3:23])=[O:24])[cH:19][cH:20]2)[cH:6][cH:7][c:8]([C:10]([F:11])([F:12])[F:13])[cH:9]1. Reactants: ClC1CC2C(C(=O)OC2=O)C=C1 (4-chlorotetrahydrophthalic anhydride). Solvent: ClC1=C(C=C(C=C1)Cl)Cl (1,2,4-trichlorobenzene). Run at temperature 230 celsius, time 8 hour. The product is ClC=1C=C2C(C(=O)OC2=O)=CC1 (4-chlorophthalic anhydride). The yield is 67.0%. As a reaction SMILES: [Cl:1][CH:2]1[CH:12]=[CH:11][CH:5]2[C:6]([O:8][C:9](=[O:10])[CH:4]2[CH2:3]1)=[O:7]>ClC1C=CC(Cl)=CC=1Cl>[Cl:1][C:2]1[CH:3]=[C:4]2[C:9](=[O:10])[O:8][C:6](=[O:7])[C:5]2=[CH:11][CH:12]=1. Reported procedure: Into a 3 necked round bottom flask is placed 49.47 grams of 4-chlorotetrahydrophthalic anhydride, 20.26 g activated carbon (NORIT CA-1) and 200 ml of 1,2,4-trichlorobenzene. The flask is fitted with an air inlet tube, a stirrer, and an addition funnel-condenser to collect water and allow the reflux to return to the flask. The flask was heated and raised to 230° C. with a constant flow of air. The reaction was conducted for eight hours. The carbon was removed by filtration and washed. The content...